This data is from the Open Reaction Database (ORD), a public repository of structured organic reaction records. The task is: describe an organic reaction: reactants, conditions, products, and yield Starting materials: BrC=1C=C2C=CC(=CC2=CC1)C=1OCC(N1)(C)C (2-(6-Bromo-2-naphthyl)-4,4-dimethyl-4,5-dihydro-1,3-oxazole), CC(C(O)C=1N=CN(C1)C(C1=CC=CC=C1)(C1=CC=CC=C1)C1=CC=CC=C1)C (2-methyl-1-(1-trityl-1H-imidazol-4-yl)-1-propanol). The product is CC1(N=C(OC1)C=1C=C2C=CC(=CC2=CC1)C(C(C)C)(O)C=1N=CNC1)C (1-[6-(4,4-Dimethyl-4,5-dihydro-1,3-oxazol-2-yl)-2-naphthyl]-1-(1H-imidazol-4-yl)-2-methyl-1-propanol). Isolated yield 157.5%. Reaction SMILES: Br[C:2]1[CH:3]=[C:4]2[C:9](=[CH:10][CH:11]=1)[CH:8]=[C:7]([C:12]1[O:13][CH2:14][C:15]([CH3:18])([CH3:17])[N:16]=1)[CH:6]=[CH:5]2.[CH3:19][CH:20]([CH3:47])[CH:21]([C:23]1[N:24]=[CH:25][N:26](C(C2C=CC=CC=2)(C2C=CC=CC=2)C2C=CC=CC=2)[CH:27]=1)[OH:22]>>[CH3:17][C:15]1([CH3:18])[CH2:14][O:13][C:12]([C:7]2[CH:8]=[C:9]3[C:4](=[CH:5][CH:6]=2)[CH:3]=[C:2]([C:21]([C:23]2[N:24]=[CH:25][NH:26][CH:27]=2)([OH:22])[CH:20]([CH3:47])[CH3:19])[CH:11]=[CH:10]3)=[N:16]1. Procedure details: 2-(6-Bromo-2-naphthyl)-4,4-dimethyl-4,5-dihydro-1,3-oxazole (1.0 g) and 2-methyl-1-(1-trityl-1H-imidazol-4-yl)-1-propanol (835 mg) were used as the starting materials. By the same procedure described in Reference example 1, the titled compound (1.25 g) was obtained as a colorless amorphous powder. Yields the product CCCCc1nc2c(N)nc3ccccc3c2n1CCCCNS(=O)(=O)c1cccc2cnccc12. The reactants are ClCCl, Cl, CCCCc1nc2c(N)nc3ccccc3c2n1CCCCN, O=S(=O)(Cl)c1cccc2cnccc12. RXN SMILES: [Cl:39][CH2:40][Cl:41].[ClH:1].[NH2:16][CH2:17][CH2:18][CH2:19][CH2:20][n:21]1[c:22]([CH2:35][CH2:36][CH2:37][CH3:38])[n:23][c:24]2[c:25]([NH2:34])[n:26][c:27]3[cH:28][cH:29][cH:30][cH:31][c:32]3[c:33]12.[cH:2]1[n:3][cH:4][cH:5][c:6]2[c:7]([S:12](=[O:13])(=[O:14])[Cl:15])[cH:8][cH:9][cH:10][c:11]12>>[cH:2]1[n:3][cH:4][cH:5][c:6]2[c:7]([S:12](=[O:13])(=[O:14])[NH:16][CH2:17][CH2:18][CH2:19][CH2:20][n:21]3[c:22]([CH2:35][CH2:36][CH2:37][CH3:38])[n:23][c:24]4[c:25]([NH2:34])[n:26][c:27]5[cH:28][cH:29][cH:30][cH:31][c:32]5[c:33]34)[cH:8][cH:9][cH:10][c:11]12. Starting materials: CN1C(C(=O)O)=C(OC(=O)C=Cc2ccccc2)c2ccccc2S1(=O)=O, ClCCl, CCOCC, Nc1ccccn1. Product: CN1C(C(=O)Nc2ccccn2)=C(OC(=O)C=Cc2ccccc2)c2ccccc2S1(=O)=O. As a reaction SMILES: [C:1]([CH:2]=[CH:3][c:4]1[cH:5][cH:6][cH:7][cH:8][cH:9]1)(=[O:10])[O:11][C:12]1=[C:13]([C:25](=[O:26])[OH:27])[N:14]([CH3:24])[S:15](=[O:22])(=[O:23])[c:16]2[c:17]1[cH:18][cH:19][cH:20][cH:21]2.[CH2:28]([Cl:29])[Cl:30].[CH3:38][CH2:39][O:40][CH2:41][CH3:42].[NH2:31][c:32]1[n:33][cH:34][cH:35][cH:36][cH:37]1>>[C:1]([CH:2]=[CH:3][c:4]1[cH:5][cH:6][cH:7][cH:8][cH:9]1)(=[O:10])[O:11][C:12]1=[C:13]([C:25](=[O:27])[NH:31][c:32]2[n:33][cH:34][cH:35][cH:36][cH:37]2)[N:14]([CH3:24])[S:15](=[O:22])(=[O:23])[c:16]2[c:17]1[cH:18][cH:19][cH:20][cH:21]2. Reported procedure: 2-{[[4-(2-Furylmethylthio)-3-methyl-2-pyridinyl]methyl]thio}-1H-benzimidazole is stirred with 2-dimethylamino-ethyl chloride hydrochloride (1.5 equivalents), potassium carbonate (5 equivalents) and potassium iodide (0.05 equivalents) in acetonitrile at 100° C. for 24 h, the mixture is filtered, the filtrate is concentrated on a rotary evaporator, water is added to the residue and the mixture is extracted with methylene chloride. The combined organic phases are washed with water, dried and concen... RXN SMILES: [O:1]1[CH:5]=[CH:4][CH:3]=[C:2]1[CH2:6][S:7][C:8]1[CH:13]=[CH:12][N:11]=[C:10]([CH2:14][S:15][C:16]2[NH:20][C:19]3[CH:21]=[CH:22][CH:23]=[CH:24][C:18]=3[N:17]=2)[C:9]=1[CH3:25].Cl.[CH3:27][N:28]([CH3:32])[CH2:29][CH2:30]Cl.C(=O)([O-])[O-].[K+].[K+].[I-].[K+]>C(#N)C>[CH3:27][N:28]([CH3:32])[CH2:29][CH2:30][N:20]1[C:19]2[CH:21]=[CH:22][CH:23]=[CH:24][C:18]=2[N:17]=[C:16]1[S:15][CH2:14][C:10]1[C:9]([CH3:25])=[C:8]([S:7][CH2:6][C:2]2[O:1][CH:5]=[CH:4][CH:3]=2)[CH:13]=[CH:12][N:11]=1 |f:1.2,3.4.5,6.7|. The solvent is C(C)#N (acetonitrile). Yield: 74.0%. Reactants: O1C(=CC=C1)CSC1=C(C(=NC=C1)CSC1=NC2=C(N1)C=CC=C2)C (2-{[[4-(2-Furylmethylthio)-3-methyl-2-pyridinyl]methyl]thio}-1H-benzimidazole), Cl.CN(CCCl)C (2-dimethylamino-ethyl chloride hydrochloride), C([O-])([O-])=O.[K+].[K+] (potassium carbonate), [I-].[K+] (potassium iodide). Product: CN(CCN1C(=NC2=C1C=CC=C2)SCC2=NC=CC(=C2C)SCC=2OC=CC2)C (1-(2-Dimethylaminoethyl)-2-{[[4-(2-furylmethylthio)-3-methyl-2-pyridinyl]methyl]-thio}-benzimidazole).